From a dataset of the Open Reaction Database (ORD), a public repository of structured organic reaction records. describe an organic reaction: reactants, conditions, products, and yield Starting materials: CS(C)=O, Cc1c(F)ccc(C#N)c1Cl, [K+], [K+], NC(CCO)C(=O)O, O=C([O-])[O-]. The product is Cc1c(NC(CCO)C(=O)O)ccc(C#N)c1Cl. As a reaction SMILES: [CH3:26][S:27]([CH3:28])=[O:29].[Cl:15][c:16]1[c:17]([C:18]#[N:19])[cH:20][cH:21][c:22]([F:25])[c:23]1[CH3:24].[K+:10].[K+:9].[NH2:1][CH:2]([CH2:3][CH2:4][OH:5])[C:6]([OH:7])=[O:8].[O-:11][C:12]([O-:13])=[O:14]>>[NH:1]([CH:2]([CH2:3][CH2:4][OH:5])[C:6]([OH:7])=[O:8])[c:22]1[cH:21][cH:20][c:17]([C:18]#[N:19])[c:16]([Cl:15])[c:23]1[CH3:24]. Starting materials: CS(=O)(=O)C(C)(C)C=1C=C2C=CC=NC2=C(C1)C=1C=C(C=CC1)C1=CC(=CC=C1)C=CC(=O)O (3-{3′-[6-(1-Methanesulfonyl-1-methyl-ethyl)-quinolin-8-yl]-biphenyl-3-yl}-acrylic acid), benzenesulfonyl hydrazide, C(=O)(O)[O-].[Na+] (NaHCO3). Run at temperature 100 celsius, time 12 hour. The product is COC(CCC=1C=C(C=CC1)C1=CC(=CC=C1)C=1C=C(C=C2C=CC=NC12)C(C)(C)S(=O)(=O)C)=O (3-{3′-[6-(1-Methanesulfonyl-1-methyl-ethyl)-quinolin-8-yl]-biphenyl-3-yl}-propionic acid methyl ester). RXN SMILES: [CH3:1][S:2]([C:5]([C:8]1[CH:9]=[C:10]2[C:15](=[C:16]([C:18]3[CH:19]=[C:20]([C:24]4[CH:29]=[CH:28][CH:27]=[C:26]([CH:30]=[CH:31][C:32]([OH:34])=[O:33])[CH:25]=4)[CH:21]=[CH:22][CH:23]=3)[CH:17]=1)[N:14]=[CH:13][CH:12]=[CH:11]2)([CH3:7])[CH3:6])(=[O:4])=[O:3].[C:35]([O-])(O)=O.[Na+]>>[CH3:35][O:33][C:32](=[O:34])[CH2:31][CH2:30][C:26]1[CH:25]=[C:24]([C:20]2[CH:21]=[CH:22][CH:23]=[C:18]([C:16]3[CH:17]=[C:8]([C:5]([S:2]([CH3:1])(=[O:4])=[O:3])([CH3:7])[CH3:6])[CH:9]=[C:10]4[C:15]=3[N:14]=[CH:13][CH:12]=[CH:11]4)[CH:19]=2)[CH:29]=[CH:28][CH:27]=1 |f:1.2|. Procedure details: To a solution of 3-{3′-[6-(1-methanesulfonyl-1-methyl-ethyl)-quinolin-8-yl]-biphenyl-3-yl}-acrylic acid methyl ester (1.0 eq.) from EXAMPLE 11, Step 2, in Tol (0.1M) at was added benzenesulfonyl hydrazide (3.8 eq.). The mixture was stirred at 100° C. for 12 h, cooled to rt, poured in saturated aqueous NaHCO3 and extracted with EtOAc (2×). The combined organic extracts were washed with brine, dried over MgSO4, filtered and concentrated. Flash chromatography (CH2Cl2:EtOAc; 8.5:1.5) afforded the ti... As a reaction SMILES: [CH2:1]([c:2]1[cH:3][cH:4][cH:5][cH:6][cH:7]1)[O:8][C:9](=[O:10])[N:11]1[CH:12]([C:24](=[O:25])[OH:26])[c:13]2[nH:14][c:15]3[cH:16][cH:17][cH:18][cH:19][c:20]3[c:21]2[CH2:22][CH2:23]1.[CH2:43]1[O:44][CH2:45][CH2:46][CH2:47]1.[CH3:27][CH:28]([CH2:29][AlH:30][CH2:31][CH:32]([CH3:33])[CH3:34])[CH3:35].[CH3:36][c:37]1[cH:38][cH:39][cH:40][cH:41][cH:42]1>>[CH2:1]([c:2]1[cH:3][cH:4][cH:5][cH:6][cH:7]1)[O:8][C:9](=[O:10])[N:11]1[CH:12]([CH:24]=[O:25])[c:13]2[nH:14][c:15]3[cH:16][cH:17][cH:18][cH:19][c:20]3[c:21]2[CH2:22][CH2:23]1. Product: O=CC1c2[nH]c3ccccc3c2CCN1C(=O)OCc1ccccc1. Reactants: O=C(O)C1c2[nH]c3ccccc3c2CCN1C(=O)OCc1ccccc1, C1CCOC1, CC(C)C[AlH]CC(C)C, Cc1ccccc1. The reactants are FC1=C(OC2=CC3=C(N=C(N=C3)S(=O)(=O)C)N(C2=O)C[C@@H](C)O)C=CC(=C1)F (6-(2,4-difluorophenoxy)-8-((R)-2-hydroxypropyl)-2-methanesulfonyl-8H-pyrido[2,3-d]pyrimidin-7-one), N[C@H](CO)C ((S)-2-amino-1-propanol). The solvent is C1CCOC1 (THF). Reaction conditions: time 8 hour. Product: FC1=C(OC2=CC3=C(N=C(N=C3)N[C@H](CO)C)N(C2=O)C[C@@H](C)O)C=CC(=C1)F (6-(2,4-difluoro-phenoxy)-2-((S)-2-hydroxy-1-methyl-ethylamino)-8-((R)-2-hydroxy-propyl)-8H-pyrido[2,3-d]pyrimidin-7-one). Yield: 48.4%. RXN SMILES: [F:1][C:2]1[CH:27]=[C:26]([F:28])[CH:25]=[CH:24][C:3]=1[O:4][C:5]1[C:18](=[O:19])[N:17]([CH2:20][C@H:21]([OH:23])[CH3:22])[C:8]2[N:9]=[C:10](S(C)(=O)=O)[N:11]=[CH:12][C:7]=2[CH:6]=1.[NH2:29][C@@H:30]([CH3:33])[CH2:31][OH:32]>C1COCC1>[F:1][C:2]1[CH:27]=[C:26]([F:28])[CH:25]=[CH:24][C:3]=1[O:4][C:5]1[C:18](=[O:19])[N:17]([CH2:20][C@H:21]([OH:23])[CH3:22])[C:8]2[N:9]=[C:10]([NH:29][C@@H:30]([CH3:33])[CH2:31][OH:32])[N:11]=[CH:12][C:7]=2[CH:6]=1. Procedure details: To a THF (5 mL) solution of 6-(2,4-difluorophenoxy)-8-((R)-2-hydroxypropyl)-2-methanesulfonyl-8H-pyrido[2,3-d]pyrimidin-7-one (615 mg, 1.5 mmol) was added (S)-2-amino-1-propanol (1.2 mL, 15 mmol) and stirred overnight at RT. Concentrated under vacuum and chromatographed on silica gel eluding with 2% methanol in dichloromethane and converted to the hydrochloride salt to give 295 mg 6-(2,4-difluoro-phenoxy)-2-((S)-2-hydroxy-1-methyl-ethylamino)-8-((R)-2-hydroxy-propyl)-8H-pyrido[2,3-d]pyrimidin-7-... The reactants are CC(=O)O, O=C(O)C(F)(F)F, [H][H], O=C1Nc2ccc(CCN3CCOC3=O)cc2C1=O. Product: O=C1Cc2cc(CCN3CCOC3=O)ccc2N1. As a reaction SMILES: [CH3:29][C:30](=[O:31])[OH:32].[F:20][C:21]([F:22])([F:23])[C:24]([OH:25])=[O:26].[H:27][H:28].[O:1]=[C:2]1[O:3][CH2:4][CH2:5][N:6]1[CH2:7][CH2:8][c:9]1[cH:10][c:11]2[c:15]([cH:16][cH:17]1)[NH:14][C:13](=[O:18])[C:12]2=[O:19]>>[O:1]=[C:2]1[O:3][CH2:4][CH2:5][N:6]1[CH2:7][CH2:8][c:9]1[cH:10][c:11]2[c:15]([cH:16][cH:17]1)[NH:14][C:13](=[O:18])[CH2:12]2. Starting materials: O=Cc1ccc(Cl)nc1, NCCS, c1ccccc1. The product is Clc1ccc(C2NCCS2)cn1. RXN SMILES: [Cl:1][c:2]1[n:3][cH:4][c:5]([CH:6]=[O:7])[cH:8][cH:9]1.[NH2:10][CH2:11][CH2:12][SH:13].[cH:14]1[cH:15][cH:16][cH:17][cH:18][cH:19]1>>[Cl:1][c:2]1[n:3][cH:4][c:5]([CH:6]2[NH:10][CH2:11][CH2:12][S:13]2)[cH:8][cH:9]1. Starting materials: OC(CNC/1=NC(S\C1=C/C1CCN(CC1)C(=O)OC(C)(C)C)=O)(C)C (tert-butyl 4-[(Z)-{4-[(2-hydroxy-2-methylpropyl)amino]-2-oxo-1,3-thiazol-5(2H)-ylidene}methyl]piperidine-1-carboxylate), Cl.C(C)(=O)OCC (hydrogen chloride ethyl acetate). The product is Cl.Cl.OC(CNC/1=NC(S\C1=C/C1CCNCC1)=O)(C)C ((5Z)-4-[(2-hydroxy-2-methylpropyl)amino]-5-(piperidin-4-ylmethylidene)-1,3-thiazol-2(5H)-one dihydrochloride). As a reaction SMILES: [OH:1][C:2]([CH3:26])([CH3:25])[CH2:3][NH:4][C:5]1=[N:6][C:7](=[O:24])[S:8]/[C:9]/1=[CH:10]\[CH:11]1[CH2:16][CH2:15][N:14](C(OC(C)(C)C)=O)[CH2:13][CH2:12]1.[ClH:27].C(OCC)(=O)C>>[ClH:27].[ClH:27].[OH:1][C:2]([CH3:26])([CH3:25])[CH2:3][NH:4][C:5]1=[N:6][C:7](=[O:24])[S:8]/[C:9]/1=[CH:10]\[CH:11]1[CH2:16][CH2:15][NH:14][CH2:13][CH2:12]1 |f:1.2,3.4.5|. Reported procedure: A mixed solution of tert-butyl 4-[(Z)-{4-[(2-hydroxy-2-methylpropyl)amino]-2-oxo-1,3-thiazol-5(2H)-ylidene}methyl]piperidine-1-carboxylate (1.93 g) and 4M hydrogen chloride/ethyl acetate solution (20 mL) was stirred at room temperature for 1 hr, and the solvent was evaporated under reduced pressure to give the title compound (1.70 g). Reactants: CO, COC(=O)c1ccc(Cn2cnc3ccc(NC(=O)OC4CCCC4)cc32)c(OC)c1, Cl, [Li+], C1CCOC1, [OH-], O, O. The product is COc1cc(C(=O)O)ccc1Cn1cnc2ccc(NC(=O)OC3CCCC3)cc21. As a reaction SMILES: [CH3:42][OH:43].[CH:1]1([O:6][C:7](=[O:8])[NH:9][c:10]2[cH:11][cH:12][c:13]3[c:14]([n:15]([CH2:18][c:19]4[c:20]([O:29][CH3:30])[cH:21][c:22]([C:23](=[O:24])[O:25][CH3:26])[cH:27][cH:28]4)[cH:16][n:17]3)[cH:31]2)[CH2:2][CH2:3][CH2:4][CH2:5]1.[ClH:40].[Li+:39].[O:32]1[CH2:33][CH2:34][CH2:35][CH2:36]1.[OH-:38].[OH2:37].[OH2:41]>>[CH:1]1([O:6][C:7](=[O:8])[NH:9][c:10]2[cH:11][cH:12][c:13]3[c:14]([n:15]([CH2:18][c:19]4[c:20]([O:29][CH3:30])[cH:21][c:22]([C:23](=[O:24])[OH:25])[cH:27][cH:28]4)[cH:16][n:17]3)[cH:31]2)[CH2:2][CH2:3][CH2:4][CH2:5]1. Starting materials: CCCCCC(CCCC(CCCCCCC(=O)OCC)SCCO)OC(C)=O, O=S(Cl)Cl, c1ccccc1. Yields the product CCCCCC(CCCC(CCCCCCC(=O)OCC)SCCCl)OC(C)=O. As a reaction SMILES: [OH:5][CH2:6][CH2:7][S:8][CH:9]([CH2:10][CH2:11][CH2:12][CH2:13][CH2:14][CH2:15][C:16](=[O:17])[O:18][CH2:19][CH3:20])[CH2:21][CH2:22][CH2:23][CH:24]([CH2:25][CH2:26][CH2:27][CH2:28][CH3:29])[O:30][C:31]([CH3:32])=[O:33].[S:1]([Cl:2])([Cl:3])=[O:4].[cH:34]1[cH:35][cH:36][cH:37][cH:38][cH:39]1>>[Cl:3][CH2:6][CH2:7][S:8][CH:9]([CH2:10][CH2:11][CH2:12][CH2:13][CH2:14][CH2:15][C:16](=[O:17])[O:18][CH2:19][CH3:20])[CH2:21][CH2:22][CH2:23][CH:24]([CH2:25][CH2:26][CH2:27][CH2:28][CH3:29])[O:30][C:31]([CH3:32])=[O:33]. Reactants: ClC=1C=C(C=CC1)[C@H]1C[C@](C(N([C@@H]1C1=CC=C(C=C1)Cl)[C@H](CN(S(=O)(=O)C1CC1)C)CC)=O)(C)[C@@H](C(=O)OC)C ((S)-Methyl 2-((3R,5R,6S)-5-(3-chlorophenyl)-6-(4-chlorophenyl)-3-methyl-1-((S)-1-(N-methylcyclopropanesulfonamido)butan-2-yl)-2-oxopiperidin-3-yl)propanoate), [OH-].[Li+] (lithium hydroxide), Cl (HCl). Run in CO.C1CCOC1.O (MeOH THF H2O). Run at temperature 60 celsius. Product: ClC=1C=C(C=CC1)[C@H]1C[C@](C(N([C@@H]1C1=CC=C(C=C1)Cl)[C@H](CN(S(=O)(=O)C1CC1)C)CC)=O)(C)C(C(=O)O)C (2-((3R,5R,6S)-5-(3-chlorophenyl)-6-(4-chlorophenyl)-3-methyl-1-((S)-1-(N-methylcyclopropanesulfonamido)butan-2-yl)-2-oxopiperidin-3-yl)propanoic acid). Reaction SMILES: [Cl:1][C:2]1[CH:3]=[C:4]([C@@H:8]2[C@@H:13]([C:14]3[CH:19]=[CH:18][C:17]([Cl:20])=[CH:16][CH:15]=3)[N:12]([C@@H:21]([CH2:31][CH3:32])[CH2:22][N:23]([CH3:30])[S:24]([CH:27]3[CH2:29][CH2:28]3)(=[O:26])=[O:25])[C:11](=[O:33])[C@:10]([C@H:35]([CH3:40])[C:36]([O:38]C)=[O:37])([CH3:34])[CH2:9]2)[CH:5]=[CH:6][CH:7]=1.[OH-].[Li+].Cl>CO.C1COCC1.O>[Cl:1][C:2]1[CH:3]=[C:4]([C@@H:8]2[C@@H:13]([C:14]3[CH:15]=[CH:16][C:17]([Cl:20])=[CH:18][CH:19]=3)[N:12]([C@@H:21]([CH2:31][CH3:32])[CH2:22][N:23]([CH3:30])[S:24]([CH:27]3[CH2:28][CH2:29]3)(=[O:25])=[O:26])[C:11](=[O:33])[C@:10]([CH:35]([CH3:40])[C:36]([OH:38])=[O:37])([CH3:34])[CH2:9]2)[CH:5]=[CH:6][CH:7]=1 |f:1.2,4.5.6|. Procedure: To a solution of (S)-methyl 2-((3R,5R,6S)-5-(3-chlorophenyl)-6-(4-chlorophenyl)-3-methyl-1-((S)-1-(N-methylcyclopropanesulfonamido)butan-2-yl)-2-oxopiperidin-3-yl)propanoate (0.041 g, 0.067 mmol) from Step B above in MeOH/THF/H2O (1 mL/1 mL/2 mL) was added lithium hydroxide (8.02 mg, 0.335 mmol). The mixture was heated to 60° C. for 14 h. The reaction mixture was acidified with 1N HCl and extracted with EtOAc (×2). The organics were pooled, washed with sat. aq. NaCl solution, dried (MgSO4), filt...